Dataset: the Open Reaction Database (ORD), a public repository of structured organic reaction records. Task: describe an organic reaction: reactants, conditions, products, and yield Reactants: CC(C)NC(C)C, NS(=O)(=O)c1ccc(Cl)c([N+](=O)[O-])c1, NC1CN(C(CF)CF)C1, C1COCCO1. Yields the product NS(=O)(=O)c1ccc(NC2CN(C(CF)CF)C2)c([N+](=O)[O-])c1. RXN SMILES: [CH:25]([NH:26][CH:27]([CH3:28])[CH3:29])([CH3:30])[CH3:31].[Cl:1][c:2]1[c:3]([N+:12](=[O:13])[O-:14])[cH:4][c:5]([S:8](=[O:9])(=[O:10])[NH2:11])[cH:6][cH:7]1.[F:15][CH2:16][CH:17]([CH2:18][F:19])[N:20]1[CH2:21][CH:22]([NH2:24])[CH2:23]1.[O:32]1[CH2:33][CH2:34][O:35][CH2:36][CH2:37]1>>[c:2]1([NH:24][CH:22]2[CH2:21][N:20]([CH:17]([CH2:16][F:15])[CH2:18][F:19])[CH2:23]2)[c:3]([N+:12](=[O:13])[O-:14])[cH:4][c:5]([S:8](=[O:9])(=[O:10])[NH2:11])[cH:6][cH:7]1. The reactants are BrC1=C(C(=O)NC1=O)Br (dibromomaleinimide), BrC=1C(=O)NC(C1C1=CNC2=CC=CC=C12)=O (2-bromo-3-(1H-indol-3-yl)-maleinimide), [Cl-].[NH4+] (ammonium chloride), C(C)[Mg]Br (ethyl magnesium bromide), N1C=CC2=CC=CC=C12 (indole). Run in O1CCCC1 (tetrahydrofuran), O1CCCC1 (tetrahydrofuran), C1(=CC=CC=C1)C (toluene), CCCCCC.C(C)(=O)OCC (hexane ethyl acetate). Conditions: time 1 hour. The product is N1C=C(C2=CC=CC=C12)C=1C(=O)NC(C1C1=CN(C2=CC=CC=C12)C)=O (2-(1H-Indol-3-Yl)-3-(1-Methyl-1H-Indol-3-Yl)-Maleinimide). Reaction SMILES: Br[C:2]1[C:3]([NH:5][C:6](=[O:17])[C:7]=1[C:8]1[C:16]2[C:11](=[CH:12][CH:13]=[CH:14][CH:15]=2)[NH:10][CH:9]=1)=[O:4].[CH2:18]([Mg]Br)C.[NH:22]1[C:30]2[C:25](=[CH:26][CH:27]=[CH:28][CH:29]=2)[CH:24]=[CH:23]1.BrC1C(=O)NC(=O)C=1Br.[Cl-].[NH4+]>O1CCCC1.C1(C)C=CC=CC=1.CCCCCC.C(OCC)(=O)C>[NH:22]1[C:30]2[C:25](=[CH:26][CH:27]=[CH:28][CH:29]=2)[C:24]([C:2]2[C:3]([NH:5][C:6](=[O:17])[C:7]=2[C:8]2[C:16]3[C:11](=[CH:12][CH:13]=[CH:14][CH:15]=3)[N:10]([CH3:18])[CH:9]=2)=[O:4])=[CH:23]1 |f:4.5,8.9|. Reported procedure: The 2-bromo-3-(1H-indol-3-yl)-maleinimide used as starting material is prepared as follows: A solution of 49.3 mmol ethyl magnesium bromide in 30 ml tetrahydrofuran is mixed with a solution of 5.8 g (49.5 mmol) indole in 50 ml toluene. The reaction mixture is stirred for 1 hour at ambient temperature, a solution of 2.5 g (9.8 mmol) dibromomaleinimide in 20 ml tetrahydrofuran/50 ml toluene is then slowly added dropwise thereto and heated under reflux for 30 hours. After cooling, the reaction mixt... Reactants: C(C)N1C(C(=C(C2=NC=C(C=C12)CC1=CC=C(C=C1)F)O)C(=O)OCC)=O (ethyl 1-ethyl-7-[(4-fluorophenyl)methyl]-4-hydroxy-2-oxo-1,2-dihydro-1,5-naphthyridine-3-carboxylate), NCCNC(C)=O (N-(2-aminoethyl)acetamide). Product: C(C)(=O)NCCNC(=O)C=1C(N(C2=CC(=CN=C2C1O)CC1=CC=C(C=C1)F)CC)=O (N-[2-(acetylamino)ethyl]-1-ethyl-7-[(4-fluorophenyl)methyl]-4-hydroxy-2-oxo-1,2-dihydro-1,5-naphthyridine-3-carboxamide). Isolated yield 60.8%. RXN SMILES: [CH2:1]([N:3]1[C:12]2[C:7](=[N:8][CH:9]=[C:10]([CH2:13][C:14]3[CH:19]=[CH:18][C:17]([F:20])=[CH:16][CH:15]=3)[CH:11]=2)[C:6]([OH:21])=[C:5]([C:22](OCC)=[O:23])[C:4]1=[O:27])[CH3:2].[NH2:28][CH2:29][CH2:30][NH:31][C:32](=[O:34])[CH3:33]>>[C:32]([NH:31][CH2:30][CH2:29][NH:28][C:22]([C:5]1[C:4](=[O:27])[N:3]([CH2:1][CH3:2])[C:12]2[C:7]([C:6]=1[OH:21])=[N:8][CH:9]=[C:10]([CH2:13][C:14]1[CH:15]=[CH:16][C:17]([F:20])=[CH:18][CH:19]=1)[CH:11]=2)=[O:23])(=[O:34])[CH3:33]. Procedure: In a similar manner to that described in example 196, from ethyl 1-ethyl-7-[(4-fluorophenyl)methyl]-4-hydroxy-2-oxo-1,2-dihydro-1,5-naphthyridine-3-carboxylate (30 mg, 0.081 mmol) and N-(2-aminoethyl)acetamide (66 mg, 0.648 mmol) was prepared N-[2-(acetylamino)ethyl]-1-ethyl-7-[(4-fluorophenyl)methyl]-4-hydroxy-2-oxo-1,2-dihydro-1,5-naphthyridine-3-carboxamide (21 mg, 60% yield) as a white solid after purification by reverse phase HPLC. 1H NMR (CDCl3) δ 10.31 (br s, 1 H), 8.49 (s, 1 H), 7.38 (s,... The reactants are C(CCCCC)OC=1C=C(C=CC1OCCCCCC)C1=CC(=C(C=C1)OCCCCCC)OCCCCCC (3,3′,4,4′-tetrakishexyloxybiphenyl), BrCCCCCCCCCCCCCCCCC1=C(C=CC=C1)OCCCCCC (1-(16-bromohexadecyl)-2-hexyloxybenzene), CO (methanol), FeCl3. The solvent is C(Cl)Cl (methylene chloride). Reaction conditions: time 3 hour. Yields the product BrCCCCCCCCCCCCCCCCC1=CC=2C3=CC(=C(C=C3C3=CC(=C(C=C3C2C=C1OCCCCCC)OCCCCCC)OCCCCCC)OCCCCCC)OCCCCCC (2-(16-bromohexadecyl)-3,6,7,10,11-pentakishexyloxytriphenylene). The yield is 988.0%. As a reaction SMILES: [CH2:1]([O:7][C:8]1[CH:9]=[C:10]([C:21]2[CH:26]=[CH:25][C:24]([O:27][CH2:28][CH2:29][CH2:30][CH2:31][CH2:32][CH3:33])=[C:23]([O:34][CH2:35][CH2:36][CH2:37][CH2:38][CH2:39][CH3:40])[CH:22]=2)[CH:11]=[CH:12][C:13]=1[O:14][CH2:15][CH2:16][CH2:17][CH2:18][CH2:19][CH3:20])[CH2:2][CH2:3][CH2:4][CH2:5][CH3:6].[Br:41][CH2:42][CH2:43][CH2:44][CH2:45][CH2:46][CH2:47][CH2:48][CH2:49][CH2:50][CH2:51][CH2:52][CH2:53][CH2:54][CH2:55][CH2:56][CH2:57][C:58]1[CH:63]=[CH:62][CH:61]=[CH:60][C:59]=1[O:64][CH2:65][CH2:66][CH2:67][CH2:68][CH2:69][CH3:70].CO>C(Cl)Cl>[Br:41][CH2:42][CH2:43][CH2:44][CH2:45][CH2:46][CH2:47][CH2:48][CH2:49][CH2:50][CH2:51][CH2:52][CH2:53][CH2:54][CH2:55][CH2:56][CH2:57][C:58]1[C:59]([O:64][CH2:65][CH2:66][CH2:67][CH2:68][CH2:69][CH3:70])=[CH:60][C:61]2[C:26]3[C:21](=[CH:22][C:23]([O:34][CH2:35][CH2:36][CH2:37][CH2:38][CH2:39][CH3:40])=[C:24]([O:27][CH2:28][CH2:29][CH2:30][CH2:31][CH2:32][CH3:33])[CH:25]=3)[C:10]3[C:11](=[CH:12][C:13]([O:14][CH2:15][CH2:16][CH2:17][CH2:18][CH2:19][CH3:20])=[C:8]([O:7][CH2:1][CH2:2][CH2:3][CH2:4][CH2:5][CH3:6])[CH:9]=3)[C:62]=2[CH:63]=1. Reported procedure: In 40 mL of methylene chloride, 5.70 g (10 mmol) of 3,3′,4,4′-tetrakishexyloxybiphenyl and 15.3 g (31 mmol) of 1-(16-bromohexadecyl)-2-hexyloxybenzene were dissolved. Under argon, 10.0 g (62 mmol) of FeCl3 was added to the solution, and the solution was stirred at ambient temperature for three hours. The resulting reaction mixture was put into 800 mL of methanol and filtered to obtain 102 g of a solid. The solid was purified by silica-gel column chromatography to obtain a yellow solid. The yello... Starting materials: ClC=1SC(=CC1C1CC(C=C(C1)NNS(=O)(=O)C1=CC=C(C=C1)C)=O)Cl (5-(2,5-dichlorothiophen-3-yl)-1-[2-(4-methylphenylsulfonyl)hydrazino]cyclohexen-3-one), C([O-])([O-])=O.[K+].[K+] (potassium carbonate), ClCC(C)=O (chloroacetone), [I-].[Na+] (sodium iodide). Solvent: COCCOC (1,2-dimethoxyethane), CO (methanol). Conditions: temperature 80 celsius, time 3 hour. Product: ClC=1SC(=CC1C1CC(C=2C(=CN=NC2C1)C)=O)Cl (7-(2,5-dichlorothiophen-3-yl)-4-methyl-5,6,7,8-tetrahydrocinnolin-5-one). Isolated yield 52.8%. Reaction SMILES: [Cl:1][C:2]1[S:3][C:4]([Cl:26])=[CH:5][C:6]=1[CH:7]1[CH2:12][C:11]([NH:13][NH:14]S(C2C=CC(C)=CC=2)(=O)=O)=[CH:10][C:9](=[O:25])[CH2:8]1.C(=O)([O-])[O-].[K+].[K+].Cl[CH2:34][C:35](=O)[CH3:36].[I-].[Na+]>COCCOC.CO>[Cl:1][C:2]1[S:3][C:4]([Cl:26])=[CH:5][C:6]=1[CH:7]1[CH2:12][C:11]2[N:13]=[N:14][CH:34]=[C:35]([CH3:36])[C:10]=2[C:9](=[O:25])[CH2:8]1 |f:1.2.3,5.6|. Procedure: A mixture of 5-(2,5-dichlorothiophen-3-yl)-1-[2-(4-methylphenylsulfonyl)hydrazino]cyclohexen-3-one (1.33 g), anhydrous potassium carbonate (1.14 g), chloroacetone (0.4 g), sodium iodide (0.3 g), methanol (25 ml) and 1,2-dimethoxyethane (10 ml) was stirred at 80° C. for 3 hours. Under reduced pressure, the solvent was evaporated, and the residue was extracted with ethyl acetate. The organic layer was concentrated, and the residue was purified with silica gel column chromatography to give 7-(2,5-d... Starting materials: N#CC1=NC=CC=N1, [Zn].O=S(O)C(F)(F)F. The reagents and catalysts are OOC(C)(C)C. The solvent is O, FC(F)(F)C(F)(F)C(F)(F)C(F)(F)C(F)(F)C(F)(F)F. Conditions: temperature 25 celsius, time 24 hour. The product is N#CC1=NC=CC(=N1)C(F)(F)F, O=C(OCC)C=1C=CN=CC1C(F)(F)F. Yield: 28.0%. The reactants are C(C(=O)C)CC(C)=O (acetonyl acetone), NC1=CC(=C(C=C1)O)Cl (4-amino-2-chlorophenol). The product is ClC=1C=C(C=CC1O)N1C(=CC=C1C)C (1-(3-chloro-4-hydroxyphenyl)-2,5-dimethylpyrrole). Reaction SMILES: [CH2:1]([CH2:5][C:6](=O)[CH3:7])[C:2]([CH3:4])=O.[NH2:9][C:10]1[CH:15]=[CH:14][C:13]([OH:16])=[C:12]([Cl:17])[CH:11]=1>>[Cl:17][C:12]1[CH:11]=[C:10]([N:9]2[C:6]([CH3:7])=[CH:5][CH:1]=[C:2]2[CH3:4])[CH:15]=[CH:14][C:13]=1[OH:16]. Reported procedure: Utilizing the general procedure outlined in EXAMPLE 1, acetonyl acetone (0.83 mL, 7.0 mmol) and 4-amino-2-chlorophenol (1.0 g, 7.0 mmol) reacted to give 1-(3-chloro-4-hydroxyphenyl)-2,5-dimethylpyrrole as a brown solid: 1H NMR (CDCl3, 500 MHz) δ 7.22 (d, 1H), 7.10 (d, 1H), 7.05 (dd, 1H), 5.88 (s, 2H), 5.66 (br s, 1H), 2.03 (s, 6H); MS (ESI) 222 (M+H)+. Starting materials: Cc1ccccc1, CC(C)(C)OC(=O)NC(=O)OC(C)(C)C, CC(C)OC(=O)N=NC(=O)OC(C)C, COC(=O)C(C)Oc1cccc(CO)c1, c1ccc(P(c2ccccc2)c2ccccc2)cc1. Reaction SMILES: [CH3:64][c:65]1[cH:66][cH:67][cH:68][cH:69][cH:70]1.[NH:16]([C:17](=[O:18])[O:19][C:20]([CH3:21])([CH3:22])[CH3:23])[C:24](=[O:25])[O:26][C:27]([CH3:28])([CH3:29])[CH3:30].[O:50]=[C:51]([O:52][CH:53]([CH3:54])[CH3:55])[N:56]=[N:57][C:58]([O:59][CH:60]([CH3:61])[CH3:62])=[O:63].[OH:1][CH2:2][c:3]1[cH:4][c:5]([O:6][CH:7]([C:8](=[O:9])[O:10][CH3:11])[CH3:12])[cH:13][cH:14][cH:15]1.[c:31]1([P:32]([c:33]2[cH:34][cH:35][cH:36][cH:37][cH:38]2)[c:39]2[cH:40][cH:41][cH:42][cH:43][cH:44]2)[cH:45][cH:46][cH:47][cH:48][cH:49]1>>[CH2:2]([c:3]1[cH:4][c:5]([O:6][CH:7]([C:8](=[O:9])[O:10][CH3:11])[CH3:12])[cH:13][cH:14][cH:15]1)[N:16]([C:17](=[O:18])[O:19][C:20]([CH3:21])([CH3:22])[CH3:23])[C:24](=[O:25])[O:26][C:27]([CH3:28])([CH3:29])[CH3:30]. Product: COC(=O)C(C)Oc1cccc(CN(C(=O)OC(C)(C)C)C(=O)OC(C)(C)C)c1. Reactants: CN1CCNCC1, Cc1ccccc1, CCOC(C)=O, [K+], [K+], Nc1c2c(nc3ccccc13)CCCC2O, O=C([O-])[O-], O, Cc1ccc(S(=O)(=O)O)cc1. Product: CN1CCN(C2CCCc3nc4ccccc4c(N)c32)CC1. As a reaction SMILES: [CH3:17][N:18]1[CH2:19][CH2:20][NH:21][CH2:22][CH2:23]1.[CH3:42][c:43]1[cH:44][cH:45][cH:46][cH:47][cH:48]1.[CH3:49][CH2:50][O:51][C:52]([CH3:53])=[O:54].[K+:36].[K+:37].[NH2:1][c:2]1[c:3]2[cH:4][cH:5][cH:6][cH:7][c:8]2[n:9][c:10]2[c:15]1[CH:14]([OH:16])[CH2:13][CH2:12][CH2:11]2.[O-:38][C:39]([O-:40])=[O:41].[OH2:24].[c:25]1([CH3:26])[cH:27][cH:28][c:29]([S:30]([OH:31])(=[O:32])=[O:33])[cH:34][cH:35]1>>[NH2:1][c:2]1[c:3]2[cH:4][cH:5][cH:6][cH:7][c:8]2[n:9][c:10]2[c:15]1[CH:14]([N:21]1[CH2:20][CH2:19][N:18]([CH3:17])[CH2:23][CH2:22]1)[CH2:13][CH2:12][CH2:11]2. Starting materials: O=C([O-])[O-], CCOC(=O)c1cn(Cc2ccccc2)nc1O, CN(C)C=O, CCOc1cc(CCl)ccc1OCc1nc(-c2ccco2)oc1C, [K+], [K+], O. Product: CCOC(=O)c1cn(Cc2ccccc2)nc1OCc1ccc(OCc2nc(-c3ccco3)oc2C)c(OCC)c1. RXN SMILES: [C:43](=[O:44])([O-:45])[O-:46].[CH2:25]([c:26]1[cH:27][cH:28][cH:29][cH:30][cH:31]1)[n:32]1[n:33][c:34]([OH:42])[c:35]([C:37](=[O:38])[O:39][CH2:40][CH3:41])[cH:36]1.[CH3:49][N:50]([CH3:51])[CH:52]=[O:53].[Cl:1][CH2:2][c:3]1[cH:4][c:5]([O:22][CH2:23][CH3:24])[c:6]([O:7][CH2:8][c:9]2[n:10][c:11](-[c:15]3[o:16][cH:17][cH:18][cH:19]3)[o:12][c:13]2[CH3:14])[cH:20][cH:21]1.[K+:47].[K+:48].[OH2:54]>>[CH2:2]([c:3]1[cH:4][c:5]([O:22][CH2:23][CH3:24])[c:6]([O:7][CH2:8][c:9]2[n:10][c:11](-[c:15]3[o:16][cH:17][cH:18][cH:19]3)[o:12][c:13]2[CH3:14])[cH:20][cH:21]1)[O:42][c:34]1[n:33][n:32]([CH2:25][c:26]2[cH:27][cH:28][cH:29][cH:30][cH:31]2)[cH:36][c:35]1[C:37](=[O:38])[O:39][CH2:40][CH3:41].